From a dataset of the Open Reaction Database (ORD), a public repository of structured organic reaction records. describe an organic reaction: reactants, conditions, products, and yield Product: C(C=C)N1C(=NC2=C1C=CC=C2)C=2OC1=C(N2)C=CC=C1 (2-(1-allyl-1H-benzimidazol-2-yl)-benzoxazole). RXN SMILES: C(Br)C=C.C[Si](C)(C)[CH2:7][CH2:8][CH2:9][N:10]1[C:14]2[CH:15]=[CH:16][CH:17]=[CH:18][C:13]=2[N:12]=[C:11]1[C:19]1[O:20][C:21]2[CH:27]=[CH:26][CH:25]=[CH:24][C:22]=2[N:23]=1.C(=O)([O-])[O-].[K+].[K+].O>CN(C=O)C>[CH2:9]([N:10]1[C:14]2[CH:15]=[CH:16][CH:17]=[CH:18][C:13]=2[N:12]=[C:11]1[C:19]1[O:20][C:21]2[CH:27]=[CH:26][CH:25]=[CH:24][C:22]=2[N:23]=1)[CH:8]=[CH2:7] |f:2.3.4|. Yield: 98.3%. Procedure details: Allyl bromide (1.13 ml, 9.35 mmol) was added dropwise over 10 minutes to a heterogeneous mixture of 2-(1H-benzimidazol-2-yl)benzoxazole (second step of Example 1) (2 g, 8.5 mmol) and potassium carbonate (1.29 g) in 10 ml of DMF heated to 70° C. The heating was continued at 70° C. for 4 hours. The reaction mixture was cooled and poured into water. The precipitate obtained was filtered off, washed with water and dried. 2.3 g (yield: 96%) of 2-(1-allyl-1H-benzimidazol-2-yl)-benzoxazole were obtaine... Solvent: CN(C)C=O (DMF). Starting materials: O (water), C(C=C)Br (Allyl bromide), C[Si](CCCN1C(=NC2=C1C=CC=C2)C=2OC1=C(N2)C=CC=C1)(C)C (2-[1-(3-trimethylsilanylpropyl)-1H-benzimidazol-2-yl]benzoxazole), C([O-])([O-])=O.[K+].[K+] (potassium carbonate). Reaction conditions: temperature 70 celsius, time 4 hour. Reactants: ClC1=CC=C(C=C1)C1=NC(=CC(=C1)C)N1C=NC(=C1)I (2-(4-chloro-phenyl)-6-(4-iodo-imidazol-1-yl)-4-methyl-pyridine), C(C)(C)(C)NS(=O)(=O)C=1C=C(C=CC1)B(O)O (3-(tert-butylsulfamoyl)-benzeneboronic acid). Yields the product C(C)(C)(C)NS(=O)(=O)C1=CC(=CC=C1)C=1N=CN(C1)C1=NC(=CC(=C1)C)C1=CC=C(C=C1)Cl (N-tert-Butyl-3-{1-[6-(4-chloro-phenyl)-4-methyl-pyridin-2-yl]-1H-imidazol-4-yl}-benzenesulfonamide), solid. Isolated yield 12.0%. Reaction SMILES: [Cl:1][C:2]1[CH:7]=[CH:6][C:5]([C:8]2[CH:13]=[C:12]([CH3:14])[CH:11]=[C:10]([N:15]3[CH:19]=[C:18](I)[N:17]=[CH:16]3)[N:9]=2)=[CH:4][CH:3]=1.[C:21]([NH:25][S:26]([C:29]1[CH:30]=[C:31](B(O)O)[CH:32]=[CH:33][CH:34]=1)(=[O:28])=[O:27])([CH3:24])([CH3:23])[CH3:22]>>[C:21]([NH:25][S:26]([C:29]1[CH:30]=[CH:31][CH:32]=[C:33]([C:18]2[N:17]=[CH:16][N:15]([C:10]3[CH:11]=[C:12]([CH3:14])[CH:13]=[C:8]([C:5]4[CH:6]=[CH:7][C:2]([Cl:1])=[CH:3][CH:4]=4)[N:9]=3)[CH:19]=2)[CH:34]=1)(=[O:28])=[O:27])([CH3:24])([CH3:22])[CH3:23]. Procedure details: The title compound was prepared from 2-(4-chloro-phenyl)-6-(4-iodo-imidazol-1-yl)-4-methyl-pyridine (example E.95) (0.198 g, 0.5 mmol) and commercially available 3-(tert-butylsulfamoyl)-benzeneboronic acid (0.141 g, 0.55 mmol) according to the general procedure VI. Obtained as a white solid (0.028 g, 12%). MS (ISP) 482.4 [(M+H)+]. The reactants are CC1(N(C(N(C1=N)C1=CC(=C(C#N)C=C1)C(F)(F)F)=S)CCOC)C (4-(4,4-dimethyl 3-(2-methoxyethyl) 5-imino 2-thioxo 1-imidazolidinyl) 2-(trifluoromethyl) benzonitrile), C(Cl)Cl (methylene chloride), CC(=O)C (acetone). Yields the product CC1(N(C(N(C1=O)C1=CC(=C(C#N)C=C1)C(F)(F)F)=S)CCOC)C (4-(4,4-dimethyl 3-(2-methoxyethyl) 5-oxo 2-thioxo 1-imidazolidinyl) 2-(trifluoromethyl) benzonitrile). As a reaction SMILES: [CH3:1][C:2]1([CH3:25])[C:6](=N)[N:5]([C:8]2[CH:15]=[CH:14][C:11]([C:12]#[N:13])=[C:10]([C:16]([F:19])([F:18])[F:17])[CH:9]=2)[C:4](=[S:20])[N:3]1[CH2:21][CH2:22][O:23][CH3:24].C(Cl)Cl.CC(C)=[O:31]>>[CH3:1][C:2]1([CH3:25])[C:6](=[O:31])[N:5]([C:8]2[CH:15]=[CH:14][C:11]([C:12]#[N:13])=[C:10]([C:16]([F:18])([F:17])[F:19])[CH:9]=2)[C:4](=[S:20])[N:3]1[CH2:21][CH2:22][O:23][CH3:24]. Procedure: Using the procedure of Example 71, the product of Example 78 was reacted to obtain the expected product melting at 98°-99° C. with a Rf=0.32 (eluant: methylene chloride--acetone (99-1)) Isolated yield 103.9%. Product: CC1=CC(=C(C=C1)CO)O[C@@H](C)CC=C ((S)-(4-Methyl-2-(pent-4-en-2-yloxy)phenyl)methanol). Reaction SMILES: [CH3:1][C:2]1[CH:11]=[CH:10][C:5]([C:6](OC)=[O:7])=[C:4]([O:12][C@H:13]([CH2:15][CH:16]=[CH2:17])[CH3:14])[CH:3]=1.[H-].[Al+3].[Li+].[H-].[H-].[H-].C(OCC)(=O)C.[NH4+].[Cl-]>C1COCC1>[CH3:1][C:2]1[CH:11]=[CH:10][C:5]([CH2:6][OH:7])=[C:4]([O:12][C@H:13]([CH2:15][CH:16]=[CH2:17])[CH3:14])[CH:3]=1 |f:1.2.3.4.5.6,8.9|. The reactants are [NH4+].[Cl-] (NH4Cl), CC1=CC(=C(C(=O)OC)C=C1)O[C@@H](C)CC=C ((S)-Methyl 4-methyl-2-(pent-4-en-2-yloxy)benzoate), C(C)(=O)OCC (ethyl acetate), [H-].[Al+3].[Li+].[H-].[H-].[H-] (lithium aluminum hydride). Procedure: (S)-Methyl 4-methyl-2-(pent-4-en-2-yloxy)benzoate (1 g, 4.27 mmol) was dissolved in THF and cooled to 0° C. To this was added lithium aluminum hydride (0.162 g, 4.27 mmol) and the reaction stirred 5 h at room temp. The mixture was cooled to 0° C. and ethyl acetate added, after which it was stirred for 15 min. Sat'd NH4Cl was added and the ice bath removed. Stirring was continued for 0.5 h then the mixture was transferred to a separatory funnel. The solution was extracted with ethyl acetate then ... Run in C1CCOC1 (THF). Run at temperature 0 celsius, time 5 hour. Starting materials: [N+](=O)([O-])C1=CC=C(C=CC2=NNC(CC3=C2C=C(C(=C3)OC)OC)C)C=C1 (1-(4-nitrostyryl)-4-methyl-7,8-dimethoxy-3,4-dihydro-5H-2,3-benzodiazepine), O.NN (hydrazine hydrate). The reagents and catalysts are [Ni] (Raney nickel). Run in CO (methanol). Conditions: time 1 hour. Product: NC1=CC=C(C=CC2=NNC(CC3=C2C=C(C(=C3)OC)OC)C)C=C1 (1-(4-Aminostyryl)-4-methyl-7,8-dimethoxy-3,4-dihydro-5H-2,3-benzodiazepine). The yield is 85.6%. Reaction SMILES: [N+:1]([C:4]1[CH:27]=[CH:26][C:7]([CH:8]=[CH:9][C:10]2[C:16]3[CH:17]=[C:18]([O:23][CH3:24])[C:19]([O:21][CH3:22])=[CH:20][C:15]=3[CH2:14][CH:13]([CH3:25])[NH:12][N:11]=2)=[CH:6][CH:5]=1)([O-])=O.O.NN>CO.[Ni]>[NH2:1][C:4]1[CH:27]=[CH:26][C:7]([CH:8]=[CH:9][C:10]2[C:16]3[CH:17]=[C:18]([O:23][CH3:24])[C:19]([O:21][CH3:22])=[CH:20][C:15]=3[CH2:14][CH:13]([CH3:25])[NH:12][N:11]=2)=[CH:6][CH:5]=1 |f:1.2|. Reported procedure: 6.95 g (18.9 mmoles) of 1-(4-nitrostyryl)-4-methyl-7,8-dimethoxy-3,4-dihydro-5H-2,3-benzodiazepine prepared according to Example 25 are suspended in 170 ml of methanol, 0.7 g of dry (corresponding to about 1.4 g of wet) Raney nickel catalyst and 3.3 ml (66 mmoles) of 100% hydrazine hydrate are added to it and the reaction mixture is stirred for 1 hour. A solution is obtained, and in the beginning the inner temperature rises to 40-45° C. The catalyst is filtered off, washed three times with 15 ml... Reactants: ClC1=CC=C(C=C1)C1(CCC1)C(CNC(OC(C)(C)C)=O)C1=CC(=CC=C1)CNC (tert-Butyl (2-[1-(4-chlorophenyl)cyclobutyl]-2-{3-[(methylamino)methyl]phenyl}ethyl)carbamate), CN1N=CC(=C1)S(=O)(=O)Cl (1-methyl-1H-pyrazole-4-sulfonyl chloride). Reagents/catalysts: CN(C1=CC=NC=C1)C (4-Dimethylaminopyridine). The solvent is ClCCl (dichloromethane), C(C)(=O)OCC (ethyl acetate). Yields the product ClC1=CC=C(C=C1)C1(CCC1)C(CNC(OC(C)(C)C)=O)C1=CC(=CC=C1)CN(S(=O)(=O)C=1C=NN(C1)C)C (tert-Butyl {2-[1-(4-chlorophenyl)cyclobutyl]-2-[3-({methyl[(1-methyl-1H-pyrazol-4-yl)sulfonyl]amino}methyl)phenyl]ethyl}carbamate). Reaction SMILES: [Cl:1][C:2]1[CH:7]=[CH:6][C:5]([C:8]2([CH:12]([C:22]3[CH:27]=[CH:26][CH:25]=[C:24]([CH2:28][NH:29][CH3:30])[CH:23]=3)[CH2:13][NH:14][C:15](=[O:21])[O:16][C:17]([CH3:20])([CH3:19])[CH3:18])[CH2:11][CH2:10][CH2:9]2)=[CH:4][CH:3]=1.[CH3:31][N:32]1[CH:36]=[C:35]([S:37](Cl)(=[O:39])=[O:38])[CH:34]=[N:33]1>ClCCl.CN(C)C1C=CN=CC=1.C(OCC)(=O)C>[Cl:1][C:2]1[CH:7]=[CH:6][C:5]([C:8]2([CH:12]([C:22]3[CH:27]=[CH:26][CH:25]=[C:24]([CH2:28][N:29]([CH3:30])[S:37]([C:35]4[CH:34]=[N:33][N:32]([CH3:31])[CH:36]=4)(=[O:39])=[O:38])[CH:23]=3)[CH2:13][NH:14][C:15](=[O:21])[O:16][C:17]([CH3:19])([CH3:20])[CH3:18])[CH2:11][CH2:10][CH2:9]2)=[CH:4][CH:3]=1. Reported procedure: tert-Butyl (2-[1-(4-chlorophenyl)cyclobutyl]-2-{3-[(methylamino)methyl]phenyl}ethyl)carbamate (35 mg, 0.082 mmol) was dissolved in dichloromethane (0.8 mL). 4-Dimethylaminopyridine (10 mg, 0.082 mmol) and 1-methyl-1H-pyrazole-4-sulfonyl chloride (16 mg, 0.09 mmol) was added. The reaction mixture was stirred at room temperature over night. The reaction mixture was diluted with ethyl acetate (20 ml) and washed with aqueous hydrochloric acid (1 N, 5 ml, twice) and sodium bicarbonate. The organic la... Reactants: O=C([O-])[O-], CCOC(=O)CC(C)=O, CCCC[N+](CCCC)(CCCC)CCCC, ClC(Cl)Cl, [Cl-], CCCI, [K+], [K+], O, O. The product is CCCC(C(C)=O)C(=O)OCC. As a reaction SMILES: [C:1](=[O:2])([O-:3])[O-:4].[C:7]([CH2:8][C:9](=[O:10])[CH3:11])(=[O:12])[O:13][CH2:14][CH3:15].[CH2:23]([N+:24]([CH2:25][CH2:26][CH2:27][CH3:28])([CH2:29][CH2:30][CH2:31][CH3:32])[CH2:33][CH2:34][CH2:35][CH3:36])[CH2:37][CH2:38][CH3:39].[CH:40]([Cl:41])([Cl:42])[Cl:43].[Cl-:22].[I:16][CH2:17][CH2:18][CH3:19].[K+:5].[K+:6].[OH2:20].[OH2:21]>>[C:7]([CH:8]([C:9](=[O:10])[CH3:11])[CH2:17][CH2:18][CH3:19])(=[O:12])[O:13][CH2:14][CH3:15].